The task is: describe an organic reaction: reactants, conditions, products, and yield. This data is from the Open Reaction Database (ORD), a public repository of structured organic reaction records. The reactants are C(C)N(C(=O)N1CC(CC(C1)C1=CC=C(C=C1)CC)C(=O)O)C (1-[Ethyl(methyl)carbamoyl]-5-(4-ethylphenyl)piperidine-3-carboxylic acid), FC1=CC=C(C=C1)C(N)=NO (4-fluoro-N′-hydroxybenzenecarboximidamide). The product is C(C)N(C(=O)N1CC(CC(C1)C1=NC(=NO1)C1=CC=C(C=C1)F)C1=CC=C(C=C1)CC)C (N-Ethyl-3-(4-ethylphenyl)-5-[3-(4-fluorophenyl)-1,2,4-oxadiazol-5-yl]-N-methylpiperidine -1-carboxamide). RXN SMILES: [CH2:1]([N:3]([CH3:23])[C:4]([N:6]1[CH2:11][CH:10]([C:12]2[CH:17]=[CH:16][C:15]([CH2:18][CH3:19])=[CH:14][CH:13]=2)[CH2:9][CH:8]([C:20]([OH:22])=O)[CH2:7]1)=[O:5])[CH3:2].[F:24][C:25]1[CH:30]=[CH:29][C:28]([C:31](=[N:33]O)[NH2:32])=[CH:27][CH:26]=1>>[CH2:1]([N:3]([CH3:23])[C:4]([N:6]1[CH2:7][CH:8]([C:20]2[O:22][N:33]=[C:31]([C:28]3[CH:29]=[CH:30][C:25]([F:24])=[CH:26][CH:27]=3)[N:32]=2)[CH2:9][CH:10]([C:12]2[CH:13]=[CH:14][C:15]([CH2:18][CH3:19])=[CH:16][CH:17]=2)[CH2:11]1)=[O:5])[CH3:2]. Reported procedure: 64 mg (0.20 mmol) of 1-[ethyl(methyl)carbamoyl]-5-(4-ethylphenyl)piperidine-3-carboxylic acid (Example 45A) and 34 mg (0.22 mmol, 1.1 eq.) of 4-fluoro-N′-hydroxybenzenecarboximidamide were reacted according to the General Method 1. Yield: 46 mg (52% of theory) Reactants: C(=C)(C)C=1SC=CC1NC(=O)C=1C(=NN(C1)C)C(F)(F)F (N-(2-isopropenyl-3-thienyl)-3-trifluoromethyl-1-methylpyrazole-4-carboxamide). Reagents/catalysts: [Pd] (Pd/C). The solvent is CO (methanol). Conditions: time 8 hour. The product is C(C)(C)C=1SC=CC1NC(=O)C=1C(=NN(C1)C)C(F)(F)F (N-(2-isopropyl-3-thienyl)-3-trifluoromethyl-1-methylpyrazole-4-carboxamide). Yield: 79.5%. As a reaction SMILES: [C:1]([C:4]1[S:5][CH:6]=[CH:7][C:8]=1[NH:9][C:10]([C:12]1[C:13]([C:18]([F:21])([F:20])[F:19])=[N:14][N:15]([CH3:17])[CH:16]=1)=[O:11])([CH3:3])=[CH2:2]>CO.[Pd]>[CH:1]([C:4]1[S:5][CH:6]=[CH:7][C:8]=1[NH:9][C:10]([C:12]1[C:13]([C:18]([F:19])([F:21])[F:20])=[N:14][N:15]([CH3:17])[CH:16]=1)=[O:11])([CH3:3])[CH3:2]. Reported procedure: In 10 ml of methanol, 1 g of the compound prepared in Example 6 (Compound No. 1.71) was dissolved, 0.2 g of 5% Pd/C was added, and catalytic reduction was carried out at the room temperature for 8 hours under atmospheric pressure. After finishing the reaction, the catalyst was filtered and washed with methanol. The filtrate was concentrated under reduced pressure. The resulting oily material was sludged with hexane to obtain 0.8 g of the desired product as a crystal. The yield was 79%. Starting materials: C([O-])(O)=O.[Na+] (sodium bicarbonate), BrC1=CC(=C2C=NNC2=C1)[N+](=O)[O-] (6-bromo-4-nitro-1H-indazole), O1CCCC=C1 (3,4-dihydro-2H-pyran), CC1=CC=C(C=C1)S(=O)(=O)O.N1=CC=CC=C1 (pyridine 4-methylbenzenesulfonate). Run in ClCCl (dichloromethane). The product is BrC=1C=C(C2=CN(N=C2C1)C1OCCCC1)[N+](=O)[O-] (6-Bromo-4-nitro-2-(tetrahydro-2H-pyran-2-yl)-2H-indazole). The yield is 96.5%. As a reaction SMILES: [Br:1][C:2]1[CH:10]=[C:9]2[C:5]([CH:6]=[N:7][NH:8]2)=[C:4]([N+:11]([O-:13])=[O:12])[CH:3]=1.[O:14]1[CH:19]=[CH:18][CH2:17][CH2:16][CH2:15]1.CC1C=CC(S(O)(=O)=O)=CC=1.N1C=CC=CC=1.C(=O)(O)[O-].[Na+]>ClCCl>[Br:1][C:2]1[CH:3]=[C:4]([N+:11]([O-:13])=[O:12])[C:5]2[C:9]([CH:10]=1)=[N:8][N:7]([CH:15]1[CH2:16][CH2:17][CH2:18][CH2:19][O:14]1)[CH:6]=2 |f:2.3,4.5|. Reported procedure: A mixture of 6-bromo-4-nitro-1H-indazole (available from Sinova, 10 g, 0.041 mol), 3,4-dihydro-2H-pyran (7.85 g, 8.52 ml, 0.093 mol) and pyridine 4-methylbenzenesulfonate (0.125 g, 0.496 mol) in dichloromethane (150 ml) was heated at reflux for 4.5 hours. The reaction was allowed to cool to room temperature and was poured onto saturated aqueous sodium bicarbonate (200 ml). The layers were separated and the aqueous layer extracted with dichloromethane (2×100 ml). The combined organic layers were ... Reactants: ClC1=C(C=CC=C1)S(=O)(=O)N1CCN(CC1)C1(CCC1)C(=O)OCC (Ethyl 1-(4-(2-chlorophenylsulfonyl)piperazin-1-yl)cyclobutanecarboxylate), [H-].[Al+3].[Li+].[H-].[H-].[H-] (Lithium aluminum hydride). The solvent is C1CCOC1 (THF). Conditions: temperature 0 celsius, time 45 minute. Yields the product ClC1=C(C=CC=C1)S(=O)(=O)N1CCN(CC1)C1(CCC1)CO ((1-(4-(2-chlorophenylsulfonyl)piperazin-1-yl)cyclobutyl)methanol). Yield: 8.0%. As a reaction SMILES: [Cl:1][C:2]1[CH:7]=[CH:6][CH:5]=[CH:4][C:3]=1[S:8]([N:11]1[CH2:16][CH2:15][N:14]([C:17]2([C:21](OCC)=[O:22])[CH2:20][CH2:19][CH2:18]2)[CH2:13][CH2:12]1)(=[O:10])=[O:9].[H-].[Al+3].[Li+].[H-].[H-].[H-]>C1COCC1>[Cl:1][C:2]1[CH:7]=[CH:6][CH:5]=[CH:4][C:3]=1[S:8]([N:11]1[CH2:12][CH2:13][N:14]([C:17]2([CH2:21][OH:22])[CH2:20][CH2:19][CH2:18]2)[CH2:15][CH2:16]1)(=[O:9])=[O:10] |f:1.2.3.4.5.6|. Procedure details: Ethyl 1-(4-(2-chlorophenylsulfonyl)piperazin-1-yl)cyclobutanecarboxylate was dissolved in THF (1 ml). Lithium aluminum hydride (0.5 ml, 1.0 M in THF) was added at 0° C. The reaction mixture was stirred at 0° C. for 45 minutes. It was quenched by careful addition of H2O at 0° C. The mixture was stirred for another 30 minutes before 1N NaOH and equal volume of brine were added. The mixture was extracted with EtOAc three times. Combined organic layers were dried over MgSO4, filtered and concentrate...